This data is from the Open Reaction Database (ORD), a public repository of structured organic reaction records. The task is: describe an organic reaction: reactants, conditions, products, and yield Starting materials: CC(=O)O, I, NC(Cc1ccc(O)cc1)C(=O)O, O. Yields the product I, NC(Cc1ccc(O)cc1)C(=O)O. Reaction SMILES: [CH3:16][C:17](=[O:18])[OH:19].[I:15].[NH2:2][CH:3]([CH2:4][c:5]1[cH:6][cH:7][c:8]([OH:9])[cH:10][cH:11]1)[C:12]([OH:13])=[O:14].[OH2:1]>>[I:15].[NH2:2][CH:3]([CH2:4][c:5]1[cH:6][cH:7][c:8]([OH:9])[cH:10][cH:11]1)[C:12](=[O:13])[OH:14]. Reactants: NC1=NC(=NC(=C1)Cl)SCC1=CC(=CC=C1)O (4-amino-6-chloro-2-(3-hydroxyphenylmethylthio)-pyrimidine), [OH-].[K+] (KOH), BrC(C)C (2-Bromopropane). Solvent: CS(=O)C (DMSO). Run at time 8 hour. Yields the product NC1=NC(=NC(=C1)Cl)SCC1=CC(=CC=C1)OC(C)C (4-amino-6-chloro-2-(3-isopropoxyphenylmethylthio)-pyrimidine). RXN SMILES: [NH2:1][C:2]1[CH:7]=[C:6]([Cl:8])[N:5]=[C:4]([S:9][CH2:10][C:11]2[CH:16]=[CH:15][CH:14]=[C:13]([OH:17])[CH:12]=2)[N:3]=1.[OH-].[K+].Br[CH:21]([CH3:23])[CH3:22]>CS(C)=O>[NH2:1][C:2]1[CH:7]=[C:6]([Cl:8])[N:5]=[C:4]([S:9][CH2:10][C:11]2[CH:16]=[CH:15][CH:14]=[C:13]([O:17][CH:21]([CH3:23])[CH3:22])[CH:12]=2)[N:3]=1 |f:1.2|. Procedure: 4-amino-6-chloro-2-(3-hydroxyphenylmethylthio)-pyrimidine (135 mg, 0.50 mmol; Cpd 108) is added to a solution of KOH (280 mg, 5 mmol) in DMSO (2.5 ml) at room temperature. 2-Bromopropane (615 mg, 5 mmol) is added and the reaction stirred overnight, then poured onto water. The aqueous solution is extracted with ethyl acetate, dried with MgSO4, filtered, and concentrated in vacuo. The sample is purified by chromatography using 1:3 ethyl acetate/hexanes, mp 71° C. Reactants: BrCCc1ccccc1, O=C([O-])[O-], [K+], [K+], CN(C)C=O, OC(c1ccccc1)C1CCNCC1. Yields the product OC(c1ccccc1)C1CCN(CCc2ccccc2)CC1. As a reaction SMILES: [Br:15][CH2:16][CH2:17][c:18]1[cH:19][cH:20][cH:21][cH:22][cH:23]1.[C:24](=[O:25])([O-:26])[O-:27].[K+:28].[K+:29].[O:30]=[CH:31][N:32]([CH3:33])[CH3:34].[c:1]1([CH:7]([OH:8])[CH:9]2[CH2:10][CH2:11][NH:12][CH2:13][CH2:14]2)[cH:2][cH:3][cH:4][cH:5][cH:6]1>>[c:1]1([CH:7]([OH:8])[CH:9]2[CH2:10][CH2:11][N:12]([CH2:16][CH2:17][c:18]3[cH:19][cH:20][cH:21][cH:22][cH:23]3)[CH2:13][CH2:14]2)[cH:2][cH:3][cH:4][cH:5][cH:6]1. The reactants are COCCCCCC(=O)O (6-methoxy hexanoic acid), ClC(C(=O)OC(C(Cl)Cl)=O)Cl (dichloroacetic anhydride), C1OC2=C(C=CC=C2)O1 (methylenedioxybenzene). Solvent: ClC(C)Cl (dichloroethane). Run at temperature 70 celsius, time 6 hour. Yields the product COCCCCCC(=O)C1=CC2=C(C=C1)OCO2 (4-(6-methoxyhexanoyl)-1,2-methylenedioxybenzene). The yield is 89.5%. Reaction SMILES: [CH3:1][O:2][CH2:3][CH2:4][CH2:5][CH2:6][CH2:7][C:8](O)=[O:9].ClC(Cl)C(OC(=O)C(Cl)Cl)=O.[CH2:22]1[O:30][C:25]2[CH:26]=[CH:27][CH:28]=[CH:29][C:24]=2[O:23]1>ClC(Cl)C>[CH3:1][O:2][CH2:3][CH2:4][CH2:5][CH2:6][CH2:7][C:8]([C:27]1[CH:28]=[CH:29][C:24]2[O:23][CH2:22][O:30][C:25]=2[CH:26]=1)=[O:9]. Procedure: In 50 ml of dichloroethane were dissolved 7.31 g (0.05 mole) of 6-methoxy hexanoic acid and 14.39 g (0.06 mole) of dichloroacetic anhydride. To the resulting solution were added 7.93 g (0.065 mole) of methylenedioxybenzene and 0.71 g of boron trifluoridediethyl ether complex and the resulting mixture was then stirred at 70° C. for 6 hours. After completion of the reaction, the reaction solution was cooled and washed with 5% aqueous sodium carbonate solution and water in this order. The organic l... The reactants are C(C)(C)(C)OC(=O)N1CCC(CC1)C=1N(C=C(N1)Br)CCO (4-[4-bromo-1-(2-hydroxyethyl)-1H-imidazol-2-yl]-piperidine-1-carboxylic acid tert-butyl ester), FC=1C=C(C=CC1C)B(O)O (3-fluoro-4-methyl phenyl boronic acid), C([O-])([O-])=O.[Cs+].[Cs+] (Cesium carbonate). Reagents/catalysts: C(CCC)P(CCCC)CCCC.C(CCC)P(CCCC)CCCC.[Pd] (palladium bis(tributylphosphine)). Solvent: O1CCOCC1 (1,4-Dioxane), O (water). Conditions: temperature 70 celsius, time 5 hour. The product is C(C)(C)(C)OC(=O)N1CCC(CC1)C=1N(C=C(N1)C1=CC(=C(C=C1)F)C)CCO (4-[4-(4-Fluoro-3-methylphenyl)-1-(2-hydroxy-ethyl)-1H-imidazol-2-yl]-piperidine-1-carboxylic acid tert-butyl ester). The yield is 69.6%. As a reaction SMILES: [C:1]([O:5][C:6]([N:8]1[CH2:13][CH2:12][CH:11]([C:14]2[N:15]([CH2:20][CH2:21][OH:22])[CH:16]=[C:17](Br)[N:18]=2)[CH2:10][CH2:9]1)=[O:7])([CH3:4])([CH3:3])[CH3:2].[F:23][C:24]1[CH:25]=[C:26](B(O)O)[CH:27]=[CH:28][C:29]=1[CH3:30].C(=O)([O-])[O-].[Cs+].[Cs+]>O1CCOCC1.O.C(P(CCCC)CCCC)CCC.C(P(CCCC)CCCC)CCC.[Pd]>[C:1]([O:5][C:6]([N:8]1[CH2:13][CH2:12][CH:11]([C:14]2[N:15]([CH2:20][CH2:21][OH:22])[CH:16]=[C:17]([C:27]3[CH:26]=[CH:25][C:24]([F:23])=[C:29]([CH3:30])[CH:28]=3)[N:18]=2)[CH2:10][CH2:9]1)=[O:7])([CH3:4])([CH3:3])[CH3:2] |f:2.3.4,7.8.9|. Procedure: A mixture of 4-[4-bromo-1-(2-hydroxyethyl)-1H-imidazol-2-yl]-piperidine-1-carboxylic acid tert-butyl ester (1600.00 mg; 4.27 mmol; 1.00 eq.), 3-fluoro-4-methyl phenyl boronic acid (855.55 mg; 5.56 mmol; 1.30 eq.), palladium bis(tributylphosphine) (436.95 mg; 0.85 mmol; 0.20 eq.) and Cesium carbonate (4178.60 mg; 12.82 mmol; 3.00 eq.) in 1,4-Dioxane (10.0 mL) and water (1.50 mL) in the sealed vial was stirred at 70° C. for 5 hours. The crude was purified through flash chromatography (EtOAc in Hex... Starting materials: OCC(O)CO (glycerol), C(CCCCCCCC)(=O)OC (methyl pelargonate), dihydrogen. Reagents/catalysts: [Pd] (Pd/C). Run at temperature 145 celsius. The product is C(CCCCCCCC)OCC(O)CO.CCOCC (1-O-nonyl-glycerol ether). Yield: 20.0%. Reaction SMILES: [OH:1][CH2:2][CH:3]([CH2:5][OH:6])[OH:4].[C:7]([O:17][CH3:18])(=O)[CH2:8][CH2:9][CH2:10][CH2:11][CH2:12][CH2:13][CH2:14][CH3:15]>[Pd]>[CH2:7]([O:1][CH2:2][CH:3]([CH2:5][OH:6])[OH:4])[CH2:8][CH2:9][CH2:10][CH2:11][CH2:12][CH2:13][CH2:14][CH3:15].[CH3:2][CH2:18][O:17][CH2:7][CH3:8] |f:3.4|. Procedure: A stirred autoclave was charged, at room temperature, with 55.2 g (600 mmol) of glycerol, 51.6 g (30 mmol) of methyl pelargonate, 0.039 g (10 wt %) of camphosulfonic acid and 0.64 g (1 mol %) of Pd/C at 5%. The autoclave was then pressurized at 10 bar of dihydrogen gas H2, and then it was heated at 145° C. for 24 h, stirring vigorously. After 24 h of reaction, the reaction mixture was brought back to room temperature. The catalyst was then filtered on a MILLIPORE® filter (a membrane filter) (0.4... Reactants: Cl.CN(C1CCC(CC1)=O)C (4-dimethylaminocyclohexanone hydrochloride), Cl.NO (hydroxylamine hydrochloride), N1=CC=CC=C1 (pyridine). Solvent: C(C)O (ethanol). Run at time 18 hour. Yields the product CN(C1CCC(CC1)=NO)C (4-Dimethylaminocyclohexanone oxime). Yield: 67.2%. Reaction SMILES: Cl.[CH3:2][N:3]([CH3:11])[CH:4]1[CH2:9][CH2:8][C:7](=O)[CH2:6][CH2:5]1.Cl.[NH2:13][OH:14].N1C=CC=CC=1>C(O)C>[CH3:2][N:3]([CH3:11])[CH:4]1[CH2:9][CH2:8][C:7](=[N:13][OH:14])[CH2:6][CH2:5]1 |f:0.1,2.3|. Procedure details: A mixture of 1.78 gm (10 mMol) of 4-dimethylaminocyclohexanone hydrochloride and 0.70 gm (10 mMol) of hydroxylamine hydrochloride in 25 mL ethanol was treated with 3 mL pyridine and then heated at reflux for 30 minutes. The reaction mixture was then cooled to room temperature and stored at 4° C. for 18 hours. The resulting crystalline solid was collected and washed with cold ethanol. The solid was then dissolved in water and the aqueous solution made basic by the addition of potassium carbonate.... The reactants are C1(CC1)CNC1=C(C=C(C=C1)OC)[N+](=O)[O-] (N-(cyclopropylmethyl)-4-methoxy-2-nitroaniline), Pt. Run in C(C)O (ethanol). Run at temperature 10 celsius, time 2.5 hour. Yields the product C1(CC1)CNC=1C(=CC(=CC1)OC)N (N1-(cyclopropylmethyl)-4-methoxybenzene-1,2-diamine). Reaction SMILES: [CH:1]1([CH2:4][NH:5][C:6]2[CH:11]=[CH:10][C:9]([O:12][CH3:13])=[CH:8][C:7]=2[N+:14]([O-])=O)[CH2:3][CH2:2]1>C(O)C>[CH:1]1([CH2:4][NH:5][C:6]2[C:7]([NH2:14])=[CH:8][C:9]([O:12][CH3:13])=[CH:10][CH:11]=2)[CH2:2][CH2:3]1. Procedure details: N-(Cyclopropylmethyl)-4-methoxy-2-nitroaniline (8-1, 175 g) was dissolved in ethanol (1750 mL) and was added to a 4.0 L Hast ‘C” Shaker can. The mixture was cooled to 10° C. and treated with 3% Pt/0.6% VG/C, deGussa (4.5 g). The vessel was sparged under nitrogen and then sparged three times with hydrogen at a setting of 40 psi and agitated for 2.5 hours. To a pre-washed solka-flok with ethanol, the reaction mixture was filtered through solka-flok through a sintered glass funnel to have about a ½... The reactants are CC1C(=O)N(OCC[Si](C)(C)C)S(=O)(=O)C1c1ccc(CO)cc1Br, ClCCl, CCOCC. The product is CC1C(=O)N(OCC[Si](C)(C)C)S(=O)(=O)C1c1ccc(C=O)cc1Br. RXN SMILES: [Br:1][c:2]1[c:3]([CH:10]2[CH:11]([CH3:25])[C:12](=[O:24])[N:13]([O:17][CH2:18][CH2:19][Si:20]([CH3:21])([CH3:22])[CH3:23])[S:14]2(=[O:15])=[O:16])[cH:4][cH:5][c:6]([CH2:8][OH:9])[cH:7]1.[CH2:26]([Cl:27])[Cl:28].[CH3:29][CH2:30][O:31][CH2:32][CH3:33]>>[Br:1][c:2]1[c:3]([CH:10]2[CH:11]([CH3:25])[C:12](=[O:24])[N:13]([O:17][CH2:18][CH2:19][Si:20]([CH3:21])([CH3:22])[CH3:23])[S:14]2(=[O:15])=[O:16])[cH:4][cH:5][c:6]([CH:8]=[O:9])[cH:7]1.